Dataset: the Open Reaction Database (ORD), a public repository of structured organic reaction records. Task: describe an organic reaction: reactants, conditions, products, and yield Reactants: Cl (hydrochloric acid), BrC=1C=C(C(=C(C1)F)C(F)(F)OC1=CC=C(C=C1)Br)F (5-bromo-2-[(4-bromophenoxy)difluoromethyl]-1,3-difluorobenzene), C(CCCC#C)O (hex-5-yn-1-ol), O (water). Reagents/catalysts: Cl[Pd]([P](C1=CC=CC=C1)(C2=CC=CC=C2)C3=CC=CC=C3)([P](C4=CC=CC=C4)(C5=CC=CC=C5)C6=CC=CC=C6)Cl (bis(triphenylphosphine)palladium(II) chloride), [Cu]I (copper(I) iodide). The solvent is C1(=CC=CC=C1)C (toluene), C(C)N(CC)CC (triethylamine). Product: FC(C1=C(C=C(C=C1F)C#CCCCCO)F)(OC1=CC=C(C=C1)C#CCCCCO)F (6-(4-{difluoro[4-(6-hydroxyhex-1-ynyl)phenoxy]methyl}-3,5-difluorophenyl)hex-5-yn-1-ol). As a reaction SMILES: Br[C:2]1[CH:3]=[C:4]([F:20])[C:5]([C:9]([O:12][C:13]2[CH:18]=[CH:17][C:16](Br)=[CH:15][CH:14]=2)([F:11])[F:10])=[C:6]([F:8])[CH:7]=1.[CH2:21]([OH:27])[CH2:22][CH2:23][CH2:24][C:25]#[CH:26].[OH2:28].Cl>C(N(CC)CC)C.C1(C)C=CC=CC=1.Cl[Pd](Cl)([P](C1C=CC=CC=1)(C1C=CC=CC=1)C1C=CC=CC=1)[P](C1C=CC=CC=1)(C1C=CC=CC=1)C1C=CC=CC=1.[Cu]I>[F:10][C:9]([F:11])([O:12][C:13]1[CH:18]=[CH:17][C:16]([C:3]#[C:2][CH2:7][CH2:6][CH2:5][CH2:4][OH:28])=[CH:15][CH:14]=1)[C:5]1[C:4]([F:20])=[CH:3][C:2]([C:26]#[C:25][CH2:24][CH2:23][CH2:22][CH2:21][OH:27])=[CH:7][C:6]=1[F:8] |^1:46,65|. Reported procedure: 10.7 g (25.8 mmol) of 5-bromo-2-[(4-bromophenoxy)difluoromethyl]-1,3-difluorobenzene and 8.00 g (81.5 mmol) of hex-5-yn-1-ol are initially introduced in 11.3 ml of triethylamine and 500 ml of toluene, 1.50 g (2 mmol) of bis(triphenylphosphine)palladium(II) chloride and 0.700 g (3.68 mmol) of copper(I) iodide are added, and the mixture is heated under reflux overnight. The batch is subsequently added to water, neutralized using 2 N hydrochloric acid and extracted three times with toluene. The com... Reactants: OC(/C=C/C1C(C1)(C(=O)OC)C(=O)OC)CCCCC (dimethyl trans-2-(3-hydroxy-1-octenyl)cyclopropane-1,1-dicarboxylate), O.C1(=CC=C(C=C1)S(=O)(=O)O)C (p-toluenesulfonic acid monohydrate), C(=O)([O-])[O-].[Na+].[Na+] (Na2CO3). The solvent is O1CCCC=C1 (dihydropyran). Run at time 30 minute. Yields the product O1C(CCCC1)OC(/C=C/C1C(C1)(C(=O)OC)C(=O)OC)CCCCC (Dimethyl trans-2-{3-[(Tetrahydropyran-2-yl)oxy]-1-octenyl}cyclopropane-1,1-dicarboxylate). Reaction SMILES: [OH:1][CH:2]([CH2:16][CH2:17][CH2:18][CH2:19][CH3:20])/[CH:3]=[CH:4]/[CH:5]1[CH2:7][C:6]1([C:12]([O:14][CH3:15])=[O:13])[C:8]([O:10][CH3:11])=[O:9].O.[C:22]1(C)C=[CH:26][C:25](S(O)(=O)=O)=[CH:24][CH:23]=1.C([O-])([O-])=[O:34].[Na+].[Na+]>O1C=CCCC1>[O:34]1[CH2:26][CH2:25][CH2:24][CH2:23][CH:22]1[O:1][CH:2]([CH2:16][CH2:17][CH2:18][CH2:19][CH3:20])/[CH:3]=[CH:4]/[CH:5]1[CH2:7][C:6]1([C:8]([O:10][CH3:11])=[O:9])[C:12]([O:14][CH3:15])=[O:13] |f:1.2,3.4.5|. Procedure: A solution of dimethyl trans-2-(3-hydroxy-1-octenyl)cyclopropane-1,1-dicarboxylate (22.4 g), described in Example 42, dihydropyran (80 ml, distilled over sodium) and p-toluenesulfonic acid monohydrate (300 mg) is allowed to stand at room temperature for 30 min. After adding a few ml of 10% Na2CO3 solution the mixture is extracted with ether. The ether extract is washed with water, dried (Na2SO4) and evaporated. Purification of the residue by chromatography on silica gel gives the title compound. Starting materials: C(=O)C1=CC=C(C=C(C(=O)OCC)C)C=C1 (ethyl 4-formyl-α-methylcinnamate), [BH4-].[Na+] (sodium borohydride), [BH4-] (borohydride). Run in C(C)O (ethanol). The product is OCC1=CC=C(C=C1)C=C(C(=O)OCC)C (ethyl 3 (p-hydroxymethylphenyl)-2-methylacrylate). RXN SMILES: [CH:1]([C:3]1[CH:16]=[CH:15][C:6]([CH:7]=[C:8]([CH3:14])[C:9]([O:11][CH2:12][CH3:13])=[O:10])=[CH:5][CH:4]=1)=[O:2].[BH4-].[Na+].[BH4-]>C(O)C>[OH:2][CH2:1][C:3]1[CH:4]=[CH:5][C:6]([CH:7]=[C:8]([CH3:14])[C:9]([O:11][CH2:12][CH3:13])=[O:10])=[CH:15][CH:16]=1 |f:1.2|. Procedure: To a suspension of 10.0 g of 50% sodium hydride (dispersion in mineral oil) in freshly distilled dimethoxyethane (DME, 350 ml) stirred under nitrogen at 10° is added 53.6 ml of triethyl 2-phosphonopropionate in ca. 40 minutes. The mixture is stirred for 0.5 hour at 10° and for an additional 1.5 hours during which time the temperature is allowed to rise to room temperature. This solution is transferred under nitrogen by cannula to a 500 ml addition funnel and is added dropwise to a solution of te... Reaction SMILES: Cl.[NH:2]1[CH2:5][CH:4]([C:6]2[C:11]([C:12]3[CH:13]=[C:14]([CH3:18])[CH:15]=[CH:16][CH:17]=3)=[N:10][CH:9]=[CH:8][N:7]=2)[CH2:3]1.Cl[C:20]1[CH:29]=[CH:28][C:27]2[C:22](=[CH:23][CH:24]=[CH:25][CH:26]=2)[N:21]=1.C([O-])([O-])=O.[Cs+].[Cs+]>CN(C=O)C.O>[C:14]1([CH3:18])[CH:15]=[CH:16][CH:17]=[C:12]([C:11]2[C:6]([CH:4]3[CH2:5][N:2]([C:20]4[CH:29]=[CH:28][C:27]5[C:22](=[CH:23][CH:24]=[CH:25][CH:26]=5)[N:21]=4)[CH2:3]3)=[N:7][CH:8]=[CH:9][N:10]=2)[CH:13]=1 |f:0.1,3.4.5|. Starting materials: Cl.N1CC(C1)C1=NC=CN=C1C=1C=C(C=CC1)C (2-azetidin-3-yl-3-m-tolyl-pyrazine hydrochloride), ClC1=NC2=CC=CC=C2C=C1 (2-chloro-quinoline), C(=O)([O-])[O-].[Cs+].[Cs+] (Cs2CO3). Conditions: temperature 100 celsius, time 8 hour. The solvent is O (water), CN(C)C=O (DMF). The product is C1(=CC(=CC=C1)C=1C(=NC=CN1)C1CN(C1)C1=NC2=CC=CC=C2C=C1)C (2-[3-(3-m-tolyl-pyrazin-2-yl)-azetidin-1-yl]-quinoline). Procedure details: To a solution of 2-azetidin-3-yl-3-m-tolyl-pyrazine hydrochloride (131 mg, 0.05 mmol) and 2-chloro-quinoline (82 mg, 0.05 mmol) in DMF (10 mL) was added Cs2CO3 (325 mg, 1.0 mmol). The reaction mixture was stirred at 100° C. overnight. The reaction mixture was diluted with water, extracted with EtOAc (30 mL×2). The combined organic extracts were washed with water (30 mL) and brine (30 mL), dried over Na2SO4 and filtered. The filtrate was evaporated in vacuo and the residue was purified by flash c... The yield is 260.0%. Reaction SMILES: [CH2:32]1[O:33][CH2:34][CH2:35][CH2:36]1.[CH2:8]([Li:9])[CH2:10][CH2:11][CH3:12].[CH:1]([NH:2][CH:3]([CH3:4])[CH3:5])([CH3:6])[CH3:7].[Cl:22][C:23]([Cl:24])([Cl:25])[C:26]([C:27]([Cl:28])([Cl:29])[Cl:30])=[O:31].[F:13][c:14]1[c:15]([Br:21])[cH:16][cH:17][c:18]([F:20])[cH:19]1>>[F:13][c:14]1[c:15]([Br:21])[cH:16][cH:17][c:18]([F:20])[c:19]1[Cl:22]. Product: Fc1ccc(Br)c(F)c1Cl. Reactants: C1CCOC1, [Li]CCCC, CC(C)NC(C)C, O=C(C(Cl)(Cl)Cl)C(Cl)(Cl)Cl, Fc1ccc(Br)c(F)c1. The reactants are OC(c1ccc(F)cc1)C1CC1, ClC(Cl)Cl, Cl. Yields the product Fc1ccc(C=CCCCl)cc1. RXN SMILES: [CH:1]1([CH:4]([OH:5])[c:6]2[cH:7][cH:8][c:9]([F:12])[cH:10][cH:11]2)[CH2:2][CH2:3]1.[Cl:14][CH:15]([Cl:16])[Cl:17].[ClH:13]>>[CH:1]([CH2:2][CH2:3][Cl:13])=[CH:4][c:6]1[cH:7][cH:8][c:9]([F:12])[cH:10][cH:11]1.